From a dataset of the Open Reaction Database (ORD), a public repository of structured organic reaction records. describe an organic reaction: reactants, conditions, products, and yield Reactants: CN(C[C@H](NC1=NC(SC1)=O)C(=O)N(C)C)C (3-(dimethylamino)-N,N-dimethyl-N2-(2-oxo-2,5-dihydro-1,3-thiazol-4-yl)-L-alaninamide), FC(C1=C(CN2CCC(CC2)C=O)C=CC(=C1)C(F)(F)F)(F)F (1-[2,4-bis(trifluoromethyl)benzyl]piperidine-4-carbaldehyde), C(C)(=O)[O-].[NH2+]1CCCCC1 (piperidinium acetate). Run in CC(C)O (2-propanol). Reaction conditions: temperature 60 celsius, time 8 hour. Product: FC(C1=C(CN2CCC(CC2)\C=C/2\C(=NC(S2)=O)N[C@@H](CN(C)C)C(=O)N(C)C)C=CC(=C1)C(F)(F)F)(F)F (N2-[(5Z)-5-({1-[2,4-bis(trifluoromethyl)benzyl]piperidin-4-yl}methylidene)-2-oxo-2,5-dihydro-1,3-thiazol-4-yl]-3-(dimethylamino)-N,N-dimethyl-L-alaninamide). Isolated yield 34.1%. Reaction SMILES: [CH3:1][N:2]([CH3:17])[CH2:3][C@@H:4]([C:12]([N:14]([CH3:16])[CH3:15])=[O:13])[NH:5][C:6]1[CH2:10][S:9][C:8](=[O:11])[N:7]=1.[F:18][C:19]([F:40])([F:39])[C:20]1[CH:34]=[C:33]([C:35]([F:38])([F:37])[F:36])[CH:32]=[CH:31][C:21]=1[CH2:22][N:23]1[CH2:28][CH2:27][CH:26]([CH:29]=O)[CH2:25][CH2:24]1.C([O-])(=O)C.[NH2+]1CCCCC1>CC(O)C>[F:40][C:19]([F:18])([F:39])[C:20]1[CH:34]=[C:33]([C:35]([F:38])([F:37])[F:36])[CH:32]=[CH:31][C:21]=1[CH2:22][N:23]1[CH2:28][CH2:27][CH:26](/[CH:29]=[C:10]2/[C:6]([NH:5][C@H:4]([C:12]([N:14]([CH3:16])[CH3:15])=[O:13])[CH2:3][N:2]([CH3:17])[CH3:1])=[N:7][C:8](=[O:11])[S:9]/2)[CH2:25][CH2:24]1 |f:2.3|. Procedure: To a solution of 3-(dimethylamino)-N,N-dimethyl-N2-(2-oxo-2,5-dihydro-1,3-thiazol-4-yl)-L-alaninamide (775 mg) and 1-[2,4-bis(trifluoromethyl)benzyl]piperidine-4-carbaldehyde (1018 mg) in 2-propanol (10 mL) was added piperidinium acetate (436 mg) at room temperature. The reaction mixture was stirred at 60° C. overnight, the solvent was evaporated under reduced pressure, and the residue was purified by silica gel column chromatography (NH, ethyl acetate/hexane) and recrystallized from ethyl aceta... The reactants are COC(=O)c1ccc(CBr)cc1F, O=C([O-])[O-], [K+], [K+], O=[N+]([O-])c1cc2c(cc1O)CCC2, CN(C)C=O, O. The product is COC(=O)c1ccc(COc2cc3c(cc2[N+](=O)[O-])CCC3)cc1F. Reaction SMILES: [Br:14][CH2:15][c:16]1[cH:17][c:18]([F:26])[c:19]([C:20](=[O:21])[O:22][CH3:23])[cH:24][cH:25]1.[C:27](=[O:28])([O-:29])[O-:30].[K+:31].[K+:32].[N+:1](=[O:2])([O-:3])[c:4]1[c:5]([OH:13])[cH:6][c:7]2[c:11]([cH:12]1)[CH2:10][CH2:9][CH2:8]2.[O:34]=[CH:35][N:36]([CH3:37])[CH3:38].[OH2:33]>>[N+:1](=[O:2])([O-:3])[c:4]1[c:5]([O:13][CH2:15][c:16]2[cH:17][c:18]([F:26])[c:19]([C:20](=[O:21])[O:22][CH3:23])[cH:24][cH:25]2)[cH:6][c:7]2[c:11]([cH:12]1)[CH2:10][CH2:9][CH2:8]2. Reactants: FC1=C(C=C2NC(C(N(C2=C1)CCC)=O)=O)[N+](=O)[O-] (7-fluoro-6-nitro-1-(n-propyl)-1,4-dihydroquinoxaline-2,3-dione), [N+](=O)([O-])C=1C=NC=CC1O (3-nitro-4-hydroxypyridine), [OH-].[K+] (potassium hydroxide). Run in CS(=O)C (dimethylsulfoxide). Product: [N+](=O)([O-])C=1C=C2NC(C(N(C2=CC1N1C=C(C(C=C1)=O)[N+](=O)[O-])CCC)=O)=O (6-nitro-7-(3-nitro-4-oxo-4H-pyridin-1-yl)-1-(n-propyl)-1,4-dihydroquinoxaline-2,3-dione). The yield is 91.0%. RXN SMILES: F[C:2]1[CH:11]=[C:10]2[C:5]([NH:6][C:7](=[O:16])[C:8](=[O:15])[N:9]2[CH2:12][CH2:13][CH3:14])=[CH:4][C:3]=1[N+:17]([O-:19])=[O:18].[N+:20]([C:23]1[CH:24]=[N:25][CH:26]=[CH:27][C:28]=1[OH:29])([O-:22])=[O:21].[OH-].[K+]>CS(C)=O>[N+:17]([C:3]1[CH:4]=[C:5]2[C:10](=[CH:11][C:2]=1[N:25]1[CH:26]=[CH:27][C:28](=[O:29])[C:23]([N+:20]([O-:22])=[O:21])=[CH:24]1)[N:9]([CH2:12][CH2:13][CH3:14])[C:8](=[O:15])[C:7](=[O:16])[NH:6]2)([O-:19])=[O:18] |f:2.3|. Procedure: First, 803 mg of 7-fluoro-6-nitro-1-(n-propyl)-1,4-dihydroquinoxaline-2,3-dione, 700 mg of 3-nitro-4-hydroxypyridine, and 365 mg of potassium hydroxide were allowed to react at 130° C. for 4.5 hours in dry dimethylsulfoxide in the same way as in Example 9 to give 1.059 g of 6-nitro-7-(3-nitro-4-oxo-4H-pyridin-1-yl)-1-(n-propyl)-1,4-dihydroquinoxaline-2,3-dione. Reactants: C(C1=CCCO1)O (4,5-dihydrofurfuryl alcohol), [H-].[Na+] (sodium hydride), O (water), C(CCCCCCCCCCCCCCC)Br (hexadecyl bromide). Solvent: CN(C=O)C (dimethylformamide), CN(C=O)C (dimethylformamide). Run at time 30 minute. The product is C(CCCCCCCCCCCCCCC)OCC=1OCCC1 (4,5-Dihydro-2-hexadecyloxymethylfuran). Yield: 71.7%. As a reaction SMILES: [CH2:1]([OH:7])[C:2]1[O:6][CH2:5][CH2:4][CH:3]=1.[H-].[Na+].[CH2:10](Br)[CH2:11][CH2:12][CH2:13][CH2:14][CH2:15][CH2:16][CH2:17][CH2:18][CH2:19][CH2:20][CH2:21][CH2:22][CH2:23][CH2:24][CH3:25].O>CN(C)C=O>[CH2:25]([O:7][CH2:1][C:2]1[O:6][CH2:5][CH2:4][CH:3]=1)[CH2:24][CH2:23][CH2:22][CH2:21][CH2:20][CH2:19][CH2:18][CH2:17][CH2:16][CH2:15][CH2:14][CH2:13][CH2:12][CH2:11][CH3:10] |f:1.2|. Reported procedure: A solution of 4.09 g of 4,5-dihydrofurfuryl alcohol (prepared as described in Preparation 12) in 10 ml of dimethylformamide was added dropwise to 2.62 g of a 55% w/w suspension of sodium hydride in mineral oil, itself suspended in 40 ml of dimethylformamide, whilst maintaining the temperature of the mixture at from 5° to 12° C. by ice-cooling. The mixture was then stirred at room temperature for 30 minutes, 18.32 g of hexadecyl bromide were added to the solution, and the whole was stirred at roo... Starting materials: aldehyde, N1CCCCC1 (piperidine), BrC=1C=C(C=O)C=CC1 (3-bromobenzaldehyde), C(C(O)CC#N)#N (malonitrile). Run in O1CCOCC1 (dioxane). Product: BrC=1C=C(C=CC1)C=C(C#N)C#N (2-[(3-bromophenyl)methylene]malononitrile). As a reaction SMILES: [Br:1][C:2]1[CH:3]=[C:4]([CH:7]=[CH:8][CH:9]=1)[CH:5]=O.C(#N)[CH:11]([CH2:13][C:14]#[N:15])O.[NH:17]1CCCCC1>O1CCOCC1>[Br:1][C:2]1[CH:3]=[C:4]([CH:5]=[C:13]([C:11]#[N:17])[C:14]#[N:15])[CH:7]=[CH:8][CH:9]=1. Reported procedure: In this situation the aldehyde, such as 3-bromobenzaldehyde as a representative example, is reacted with malonitrile in the presence of catalytic piperidine in a solvent such as dioxane to afford the 2-[(3-bromophenyl)methylene]malononitrile.